From a dataset of the Open Reaction Database (ORD), a public repository of structured organic reaction records. describe an organic reaction: reactants, conditions, products, and yield Reactants: COC(=O)c1ccc(N=C=O)c(Cl)c1, Cc1ccccc1, Clc1ccc(-n2nc3ccccc3c2Nc2ccccc2)cc1. The product is COC(=O)c1ccc(NC(=O)N(c2ccccc2)c2c3ccccc3nn2-c2ccc(Cl)cc2)c(Cl)c1. Reaction SMILES: [CH3:24][O:25][C:26]([c:27]1[cH:28][c:29]([Cl:36])[c:30]([N:33]=[C:34]=[O:35])[cH:31][cH:32]1)=[O:37].[CH3:38][c:39]1[cH:40][cH:41][cH:42][cH:43][cH:44]1.[Cl:1][c:2]1[cH:3][cH:4][c:5](-[n:8]2[n:9][c:10]3[cH:11][cH:12][cH:13][cH:14][c:15]3[c:16]2[NH:17][c:18]2[cH:19][cH:20][cH:21][cH:22][cH:23]2)[cH:6][cH:7]1>>[Cl:1][c:2]1[cH:3][cH:4][c:5](-[n:8]2[n:9][c:10]3[cH:11][cH:12][cH:13][cH:14][c:15]3[c:16]2[N:17]([c:18]2[cH:19][cH:20][cH:21][cH:22][cH:23]2)[C:34]([NH:33][c:30]2[c:29]([Cl:36])[cH:28][c:27]([C:26]([O:25][CH3:24])=[O:37])[cH:32][cH:31]2)=[O:35])[cH:6][cH:7]1. Starting materials: borate ester, B(O)(O)O (boric acid), C(C)(=O)OC=1C=C2C=CNC2=CC1OC(C)=O (5,6-diacetoxyindole). The solvent is C(C)(=O)O (acetic acid). The product is OC=1C=C2C=CNC2=CC1O (5,6-dihydroxyindole). As a reaction SMILES: B(O)(O)O.C([O:8][C:9]1[CH:10]=[C:11]2[C:15](=[CH:16][C:17]=1[O:18]C(=O)C)[NH:14][CH:13]=[CH:12]2)(=O)C>C(O)(=O)C>[OH:8][C:9]1[CH:10]=[C:11]2[C:15](=[CH:16][C:17]=1[OH:18])[NH:14][CH:13]=[CH:12]2. Reported procedure: At the completion of the reaction, which will generally require from about 30 minutes to about 3 hours, preferably from about 45 minutes to about 2 hours, the reaction system may be acidified to a pH of about 5 or less, preferably about 4.5, by the addition of acetic acid. The reaction mixture is then extracted, preferably after filtration, with ether or dichloromethane one or more times, under a nitrogen gas atmosphere, to recover the product 5,6-dihydroxyindole. According to a particular featu... Starting materials: C(C1=CC=CC=C1)(C1=CC=CC=C1)N1C(NC(C(=C1)I)=O)=O (1-Benzhydryl-5-iodo-pyrimidine-2,4-dione), aqueous solution, C([O-])([O-])=O.[Na+].[Na+] (sodium carbonate), C1(=CC=CC=C1)C.C(C)O (toluene ethanol), 1,6 Phenylboronic acid. The reagents and catalysts are [Pd].C1(=CC=CC=C1)P(C1=CC=CC=C1)C1=CC=CC=C1.C1(=CC=CC=C1)P(C1=CC=CC=C1)C1=CC=CC=C1.C1(=CC=CC=C1)P(C1=CC=CC=C1)C1=CC=CC=C1.C1(=CC=CC=C1)P(C1=CC=CC=C1)C1=CC=CC=C1 (tetrakis(triphenylphosphine) palladium(0)). Run in CCOC(=O)C (EtOAc), O (water). Reaction conditions: temperature 100 celsius. The product is C(C1=CC=CC=C1)(C1=CC=CC=C1)N1C(NC(C(=C1)C1=CC=CC=C1)=O)=O (1-benzhydryl-5-phenyl-pyrimidine-2,4-dione). Yield: 62.0%. RXN SMILES: [CH:1]([N:14]1[CH:19]=[C:18](I)[C:17](=[O:21])[NH:16][C:15]1=[O:22])([C:8]1[CH:13]=[CH:12][CH:11]=[CH:10][CH:9]=1)[C:2]1[CH:7]=[CH:6][CH:5]=[CH:4][CH:3]=1.[C:23]1(C)[CH:28]=[CH:27][CH:26]=[CH:25][CH:24]=1.C(O)C.C(=O)([O-])[O-].[Na+].[Na+]>CCOC(C)=O.O.[Pd].C1(P(C2C=CC=CC=2)C2C=CC=CC=2)C=CC=CC=1.C1(P(C2C=CC=CC=2)C2C=CC=CC=2)C=CC=CC=1.C1(P(C2C=CC=CC=2)C2C=CC=CC=2)C=CC=CC=1.C1(P(C2C=CC=CC=2)C2C=CC=CC=2)C=CC=CC=1>[CH:1]([N:14]1[CH:19]=[C:18]([C:23]2[CH:28]=[CH:27][CH:26]=[CH:25][CH:24]=2)[C:17](=[O:21])[NH:16][C:15]1=[O:22])([C:8]1[CH:13]=[CH:12][CH:11]=[CH:10][CH:9]=1)[C:2]1[CH:7]=[CH:6][CH:5]=[CH:4][CH:3]=1 |f:1.2,3.4.5,8.9.10.11.12|. Procedure details: 1-Benzhydryl-5-iodo-pyrimidine-2,4-dione (0.06 g, 0.15 mmol) was suspended in a 1:1 toluene/ethanol mixture (1,6 Phenylboronic acid (0.03 g, 0.22 mmol) was added followed by 2M aqueous solution of sodium carbonate (0.082 mL, 0.16 mmol). The resulting suspension was degassed under nitrogen atmosphere for 10 min, then tetrakis(triphenylphosphine) palladium(0) (0.017 g, 0.015 mmol) was added. The reaction was heated under microwave irradiation at 100° C. for 30 min. The reaction mixture was diluted... The reactants are CCS(=O)(=O)NC, CN([SiH](C)C)[Si](C)(C)C, [Cl-], [NH4+]. Product: CCS(=O)(=O)N(C)[Si](C)(C)C. RXN SMILES: [CH3:1][NH:2][S:3](=[O:4])(=[O:5])[CH2:6][CH3:7].[CH3:8][SiH:9]([CH3:10])[N:15]([Si:11]([CH3:12])([CH3:13])[CH3:14])[CH3:16].[Cl-:17].[NH4+:18]>>[CH3:1][N:2]([S:3](=[O:4])(=[O:5])[CH2:6][CH3:7])[Si:11]([CH3:12])([CH3:13])[CH3:14]. The reactants are CCOC(=O)CCCBr, O=C([O-])[O-], [Cs+], [Cs+], CN(C)C=O, CC(C)Oc1ccc(-c2nc(-c3cccc4[nH]ccc34)no2)cc1C#N. Yields the product CCOC(=O)CCCn1ccc2c(-c3noc(-c4ccc(OC(C)C)c(C#N)c4)n3)cccc21. Reaction SMILES: [Br:27][CH2:28][CH2:29][CH2:30][C:31](=[O:32])[O:33][CH2:34][CH3:35].[C:36](=[O:37])([O-:38])[O-:39].[Cs+:40].[Cs+:41].[O:42]=[CH:43][N:44]([CH3:45])[CH3:46].[nH:1]1[cH:2][cH:3][c:4]2[c:5](-[c:10]3[n:11][o:12][c:13](-[c:15]4[cH:16][cH:17][c:18]([O:23][CH:24]([CH3:25])[CH3:26])[c:19]([C:20]#[N:21])[cH:22]4)[n:14]3)[cH:6][cH:7][cH:8][c:9]12>>[n:1]1([CH2:28][CH2:29][CH2:30][C:31](=[O:32])[O:33][CH2:34][CH3:35])[cH:2][cH:3][c:4]2[c:5](-[c:10]3[n:11][o:12][c:13](-[c:15]4[cH:16][cH:17][c:18]([O:23][CH:24]([CH3:25])[CH3:26])[c:19]([C:20]#[N:21])[cH:22]4)[n:14]3)[cH:6][cH:7][cH:8][c:9]12.